describe an organic reaction: reactants, conditions, products, and yield From a dataset of the Open Reaction Database (ORD), a public repository of structured organic reaction records. The reactants are ClC1=CC(=CC=C1)C(=O)OO (m-Chloroperbenzoic acid), C(Cl)(Cl)Cl (chloroform), C1=C(C=CC=2C=CCCC12)NC(C)=O (N-(7,8-dihydro-2-naphthalenyl)acetamide), C1(=CC=C(C=C1)S(=O)(=O)O)C (p-Toluenesulfonic acid), diol. The solvent is C1(=CC=CC=C1)C (toluene), C(C)(=O)OCC (Ethyl acetate). Reaction conditions: time 2 hour. The product is C(C)(=O)NC=1C=C2CCC(CC2=CC1)=O (6-Acetamido-2-tetralone). The yield is 7.1%. RXN SMILES: ClC1C=CC=C(C(OO)=[O:9])C=1.C(Cl)(Cl)Cl.[CH:16]1[C:25]2[CH2:24][CH2:23][CH:22]=[CH:21][C:20]=2[CH:19]=[CH:18][C:17]=1[NH:26][C:27](=[O:29])[CH3:28].C1(C)C=CC(S(O)(=O)=O)=CC=1>C1(C)C=CC=CC=1.C(OCC)(=O)C>[C:27]([NH:26][C:17]1[CH:16]=[C:25]2[C:20](=[CH:19][CH:18]=1)[CH2:21][C:22](=[O:9])[CH2:23][CH2:24]2)(=[O:29])[CH3:28]. Procedure: m-Chloroperbenzoic acid (5.13 g, 20.8 mmol) was added to a chloroform solution (80 ml) of N-(7,8-dihydro-2-naphthalenyl)acetamide (3.00 g, 16.0 mmol) obtained in 1) under ice-cooling, which was stirred at room temperature for 2 hours. Ethyl acetate was added to the reaction mixture, which was washed with saturated sodium hydrogencarbonate solution and saturated aqueous sodium chloride solution, dried over anhydrous sodium sulfate, and then the solvent was distilled out under reduced pressure. Th... Starting materials: COC(=O)C1=CC=C2C=CNC2=C1 (1H-indole-6-carboxylic acid methyl ester), ClN1C(CCC1=O)=O (N-chlorosuccinimide). The solvent is O (water), C(Cl)Cl (CH2Cl2). Run at time 2 hour. Yields the product COC(=O)C1=CC=C2C(=CNC2=C1)Cl (3-Chloro-1H-indole-6-carboxylic acid methyl ester). The yield is 630.5%. RXN SMILES: [CH3:1][O:2][C:3]([C:5]1[CH:13]=[C:12]2[C:8]([CH:9]=[CH:10][NH:11]2)=[CH:7][CH:6]=1)=[O:4].[Cl:14]N1C(=O)CCC1=O>C(Cl)Cl.O>[CH3:1][O:2][C:3]([C:5]1[CH:13]=[C:12]2[C:8]([C:9]([Cl:14])=[CH:10][NH:11]2)=[CH:7][CH:6]=1)=[O:4]. Procedure: To a solution of 1H-indole-6-carboxylic acid methyl ester (5.86 g, 33.5 mmol) in 30 mL of CH2Cl2 is added N-chlorosuccinimide (0.58, 4.33 mmol) portionwise over 1.5 hours. The mixture is stirred for 2 h, then diluted with water. The layers are separated and the organic phase is washed with water and saturated NaCl solution. The organic layer is dried over MgSO4, filtered and concentrated in vacuo to give the title compound (5.74 g, 27.3 mmol). The crude product is used in the next step without f... Starting materials: C(C)(=O)O[C@@H]1CC2=CC([C@H]3[C@@H]4[C@H]5[C@@H](C6([C@@]4(C)CC[C@@H]3[C@]2(CC1)C)OCCO6)C5)=O (3β-acetoxy-17,17-ethylenedioxy-15β,16β-methylene-5-androsten-7-one), C(C)(C)(C)O[AlH-](OC(C)(C)C)OC(C)(C)C.[Li+] (lithium tri-tert.-butoxyaluminohydride). The solvent is C(C)OCC (diethyl ether), O1CCCC1 (tetrahydrofuran). Yields the product C(C)(=O)O[C@@H]1CC2=C[C@@H]([C@H]3[C@@H]4[C@H]5[C@@H](C6([C@@]4(C)CC[C@@H]3[C@]2(CC1)C)OCCO6)C5)O (3β-acetoxy-17,17-ethylenedioxy-15β,16β-methylene-5-androsten-7β-ol). The yield is 78.0%. As a reaction SMILES: [C:1]([O:4][C@H:5]1[CH2:22][CH2:21][C@@:20]2([CH3:23])[C:7](=[CH:8][C:9](=[O:29])[C@@H:10]3[C@@H:19]2[CH2:18][CH2:17][C@@:15]2([CH3:16])[C@H:11]3[C@@H:12]3[CH2:28][C@@H:13]3[C:14]32[O:27][CH2:26][CH2:25][O:24]3)[CH2:6]1)(=[O:3])[CH3:2].C(O[AlH-](OC(C)(C)C)OC(C)(C)C)(C)(C)C.[Li+]>O1CCCC1.C(OCC)C>[C:1]([O:4][C@H:5]1[CH2:22][CH2:21][C@@:20]2([CH3:23])[C:7](=[CH:8][C@H:9]([OH:29])[C@@H:10]3[C@@H:19]2[CH2:18][CH2:17][C@@:15]2([CH3:16])[C@H:11]3[C@@H:12]3[CH2:28][C@@H:13]3[C:14]32[O:27][CH2:26][CH2:25][O:24]3)[CH2:6]1)(=[O:3])[CH3:2] |f:1.2|. Procedure: 31 g of 3β-acetoxy-17,17-ethylenedioxy-15β,16β-methylene-5-androsten-7-one was reacted at room temperature within 1.5 hours in 310 ml of tetrahydrofuran with 31 g of lithium tri-tert.-butoxyaluminohydride. The reaction solution was diluted with diethyl ether, washed with potassium-sodium tartrate solution and water, dried, and evaporated. The residue was chromatographed on silica gel, thus obtaining 24.3 g 3β-acetoxy-17,17-ethylenedioxy-15β,16β-methylene-5-androsten-7β-ol, mp 199.5°-200° C. (ace... The reactants are C1CCOC1, CCCCCCCCCCCCCC(=O)OC1CCC(NC(=O)C(OC)C2OC(C)(C)OC(C=CC(C)(C)C)C2O)C(=O)N(Cc2cccnc2)C1, O=C(O)C(F)(F)F, O. Yields the product CCCCCCCCCCCCCC(=O)OC1CCC(NC(=O)C(OC)C(O)C(O)C(O)C=CC(C)(C)C)C(=O)N(Cc2cccnc2)C1. RXN SMILES: [CH2:60]1[O:61][CH2:62][CH2:63][CH2:64]1.[CH3:1][C:2]([CH:3]=[CH:4][CH:5]1[CH:6]([OH:50])[CH:7]([CH:13]([C:14](=[O:15])[NH:16][CH:17]2[CH2:18][CH2:19][CH:20]([O:32][C:33]([CH2:34][CH2:35][CH2:36][CH2:37][CH2:38][CH2:39][CH2:40][CH2:41][CH2:42][CH2:43][CH2:44][CH2:45][CH3:46])=[O:47])[CH2:21][N:22]([CH2:25][c:26]3[cH:27][n:28][cH:29][cH:30][cH:31]3)[C:23]2=[O:24])[O:48][CH3:49])[O:8][C:9]([CH3:11])([CH3:12])[O:10]1)([CH3:51])[CH3:52].[F:53][C:54]([F:55])([F:56])[C:57]([OH:58])=[O:59].[OH2:65]>>[CH3:1][C:2]([CH:3]=[CH:4][CH:5]([CH:6]([CH:7]([OH:8])[CH:13]([C:14](=[O:15])[NH:16][CH:17]1[CH2:18][CH2:19][CH:20]([O:32][C:33]([CH2:34][CH2:35][CH2:36][CH2:37][CH2:38][CH2:39][CH2:40][CH2:41][CH2:42][CH2:43][CH2:44][CH2:45][CH3:46])=[O:47])[CH2:21][N:22]([CH2:25][c:26]2[cH:27][n:28][cH:29][cH:30][cH:31]2)[C:23]1=[O:24])[O:48][CH3:49])[OH:50])[OH:10])([CH3:51])[CH3:52]. The reactants are C(C)N1C2=C(NC(C3=C1N=CC=C3)OS(=O)(=O)C)C(=CC(=N2)C)C (5,11-dihydro-11-ethyl-6-methanesulfonyloxy-2,4-dimethyl-6H-dipyrido[3,2-b:2',3'-e][1,4]diazepine), Cl.O(C)N (methoxylamine hydrochloride), C(C)(C)N(CC)C(C)C (diisopropylethylamine). Run in C(Cl)Cl (methylene chloride). The product is C(C)N1C2=C(NC(C3=C1N=CC=C3)=NOC)C(=CC(=N2)C)C (5,11-Dihydro-11-ethyl-6-methoxyimino-2,4-dimethyl-6H-dipyrido[3,2-b:2',3'-e][1,4]diazepine). The yield is 31.4%. As a reaction SMILES: [CH2:1]([N:3]1[C:9]2[N:10]=[CH:11][CH:12]=[CH:13][C:8]=2[CH:7](OS(C)(=O)=O)[NH:6][C:5]2[C:19]([CH3:24])=[CH:20][C:21]([CH3:23])=[N:22][C:4]1=2)[CH3:2].Cl.[O:26]([NH2:28])[CH3:27].C(N(C(C)C)CC)(C)C>C(Cl)Cl>[CH2:1]([N:3]1[C:9]2[N:10]=[CH:11][CH:12]=[CH:13][C:8]=2[C:7](=[N:28][O:26][CH3:27])[NH:6][C:5]2[C:19]([CH3:24])=[CH:20][C:21]([CH3:23])=[N:22][C:4]1=2)[CH3:2] |f:1.2|. Procedure: A solution of 5,11-dihydro-11-ethyl-6-methanesulfonyloxy-2,4-dimethyl-6H-dipyrido[3,2-b:2',3'-e][1,4]diazepine (0.3 g, 0.75 mmol), methoxylamine hydrochloride (0.15 g, 1.8 mmol) and diisopropylethylamine (0.3 g, 2 mmol) in methylene chloride was stirred at room temperature for 4 days. The organic phase was washed with water, dried, and filtered. The solution was concentrated in vacuo and the residue was chromatographed over silica with 20% ethyl acetate/hexane to give 0.07 g of the title compoun...